From a dataset of the Open Reaction Database (ORD), a public repository of structured organic reaction records. describe an organic reaction: reactants, conditions, products, and yield The reactants are C(C1=CC=CC=C1)N1CCC(CC1)N1N=CC=2C1=NC(=NC2N2CC1CCC(C2)O1)Cl (3-(1-(1-benzylpiperidin-4-yl)-6-chloro-1H-pyrazolo[3,4-d]pyrimidin-4-yl)-8-oxa-3-azabicyclo[3.2.1]octane), C12CNCC(CC1)O2 (8-oxa-3-azabicyclo[3.2.1]octane), C(C)NN (ethyl hydrazine), NN (hydrazine). Yields the product ClC1=NC(=C2C(=N1)N(N=C2)CC)N2C1COCC2CC1 (8-(6-chloro-1-ethyl-1H-pyrazolo[3,4-d]pyrimidin-4-yl)-3-oxa-8-azabicyclo[3.2.1]octane). RXN SMILES: C(N1C[CH2:12][CH:11]([N:14]2[C:18]3=[N:19][C:20]([Cl:31])=[N:21][C:22]([N:23]4[CH2:29][CH:28]5[O:30][CH:25](CC5)[CH2:24]4)=[C:17]3[CH:16]=[N:15]2)CC1)C1C=CC=CC=1.[CH2:32](NN)[CH3:33].NN.C12OC(CC1)CNC2>>[Cl:31][C:20]1[N:19]=[C:18]2[N:14]([CH2:11][CH3:12])[N:15]=[CH:16][C:17]2=[C:22]([N:23]2[CH:29]3[CH2:32][CH2:33][CH:24]2[CH2:25][O:30][CH2:28]3)[N:21]=1. Procedure details: A procedure similar to that used for the synthesis of 3-(1-(1-benzylpiperidin-4-yl)-6-chloro-1H-pyrazolo[3,4-d]pyrimidin-4-yl)-8-oxa-3-azabicyclo[3.2.1]octane is used, using ethyl hydrazine as the hydrazine component and substituting 3-oxa-8-azabicyclo[3.2.1]octane for 8-oxa-3-azabicyclo[3.2.1]octane. (65%, MS=294.3 (M+H)) Reactants: C1(CC1)COC1=C(C=C(C=C1)C(F)(F)F)C=1C2=C(N=CN1)C(=C(N2COCC[Si](C)(C)C)C)C(=O)O (4-[2-(cyclopropylmethoxy)-5-(trifluoromethyl)phenyl]-6-methyl-5-{[2-(trimethylsilyl)ethoxy]methyl}-5H-pyrrolo[3,2-d]pyrimidine-7-carboxylic acid), N[C@H]1CC[C@H](CC1)NC(OC(C)(C)C)=O (tert-butyl cis-(4-amino-cyclohexyl)-carbamate). Yields the product C(C)(C)(C)OC(N[C@@H]1CC[C@@H](CC1)NC(=O)C1=C(N(C2=C1N=CN=C2C2=C(C=CC(=C2)C(F)(F)F)OCC2CC2)COCC[Si](C)(C)C)C)=O (tert-Butyl(cis-4-{[(4-[2-(cyclopropylmethoxy)-5-(trifluoromethyl)phenyl]-6-methyl-5-{[2-(trimethylsilyl)ethoxy]methyl}-5H-pyrrolo[3,2-d]pyrimidin-7-yl)carbonyl]amino}cyclohexyl)carbamate). RXN SMILES: [CH:1]1([CH2:4][O:5][C:6]2[CH:11]=[CH:10][C:9]([C:12]([F:15])([F:14])[F:13])=[CH:8][C:7]=2[C:16]2[C:17]3[N:24]([CH2:25][O:26][CH2:27][CH2:28][Si:29]([CH3:32])([CH3:31])[CH3:30])[C:23]([CH3:33])=[C:22]([C:34](O)=[O:35])[C:18]=3[N:19]=[CH:20][N:21]=2)[CH2:3][CH2:2]1.[NH2:37][C@@H:38]1[CH2:43][CH2:42][C@H:41]([NH:44][C:45](=[O:51])[O:46][C:47]([CH3:50])([CH3:49])[CH3:48])[CH2:40][CH2:39]1>>[C:47]([O:46][C:45](=[O:51])[NH:44][C@H:41]1[CH2:40][CH2:39][C@@H:38]([NH:37][C:34]([C:22]2[C:18]3[N:19]=[CH:20][N:21]=[C:16]([C:7]4[CH:8]=[C:9]([C:12]([F:13])([F:15])[F:14])[CH:10]=[CH:11][C:6]=4[O:5][CH2:4][CH:1]4[CH2:2][CH2:3]4)[C:17]=3[N:24]([CH2:25][O:26][CH2:27][CH2:28][Si:29]([CH3:32])([CH3:30])[CH3:31])[C:23]=2[CH3:33])=[O:35])[CH2:43][CH2:42]1)([CH3:50])([CH3:48])[CH3:49]. Reported procedure: Starting from 4-[2-(cyclopropylmethoxy)-5-(trifluoromethyl)phenyl]-6-methyl-5-{[2-(trimethylsilyl)ethoxy]methyl}-5H-pyrrolo[3,2-d]pyrimidine-7-carboxylic acid (example D.c8) and commercially available tert-butyl cis-(4-amino-cyclohexyl)-carbamate the title compound is obtained as colorless foam. Reactants: CCOC(=O)COc1ccc(S(=O)(=O)Cl)cc1, ClCCl, CCO, Cl, C1COCCO1, [Sn]. Yields the product CCOC(=O)COc1ccc(S)cc1. As a reaction SMILES: [CH2:1]([CH3:2])[O:3][C:4]([CH2:5][O:6][c:7]1[cH:8][cH:9][c:10]([S:13]([Cl:14])(=[O:15])=[O:16])[cH:11][cH:12]1)=[O:17].[CH2:20]([Cl:21])[Cl:22].[CH3:23][CH2:24][OH:25].[ClH:19].[O:26]1[CH2:27][CH2:28][O:29][CH2:30][CH2:31]1.[Sn:18]>>[CH2:1]([CH3:2])[O:3][C:4]([CH2:5][O:6][c:7]1[cH:8][cH:9][c:10]([SH:13])[cH:11][cH:12]1)=[O:17]. Reaction conditions: time 24 hour. Procedure: To a suspension of 8-(2,6-dichlorobenzoylamino)-6-methyl-4-(2-isopropylidenehydrazino)quinoline (159 mg) in methanol (5 ml) was added sodium cyanoborohydride (25 mg) and acetic acid (50 mg), and the mixture was stirred at ambient temperature for 24 hours. The mixture was concentrated to dryness and the residue was triturated with water (5 ml) and filtered. The solid was treated with hot water (5 ml), allowed to cool to ambient temperature, filtered and washed with water to give 8-(2,6-dichlorobe... Yields the product ClC1=C(C(=O)NC=2C=C(C=C3C(=CC=NC23)NNC(C)C)C)C(=CC=C1)Cl (8-(2,6-dichlorobenzoylamino)-6-methyl-4-(2-isopropylhydrazino)quinoline). RXN SMILES: [Cl:1][C:2]1[CH:26]=[CH:25][CH:24]=[C:23]([Cl:27])[C:3]=1[C:4]([NH:6][C:7]1[CH:8]=[C:9]([CH3:22])[CH:10]=[C:11]2[C:16]=1[N:15]=[CH:14][CH:13]=[C:12]2[NH:17][N:18]=[C:19]([CH3:21])[CH3:20])=[O:5].C([BH3-])#N.[Na+].C(O)(=O)C>CO>[Cl:1][C:2]1[CH:26]=[CH:25][CH:24]=[C:23]([Cl:27])[C:3]=1[C:4]([NH:6][C:7]1[CH:8]=[C:9]([CH3:22])[CH:10]=[C:11]2[C:16]=1[N:15]=[CH:14][CH:13]=[C:12]2[NH:17][NH:18][CH:19]([CH3:20])[CH3:21])=[O:5] |f:1.2|. Starting materials: C(#N)[BH3-].[Na+] (sodium cyanoborohydride), C(C)(=O)O (acetic acid), ClC1=C(C(=O)NC=2C=C(C=C3C(=CC=NC23)NN=C(C)C)C)C(=CC=C1)Cl (8-(2,6-dichlorobenzoylamino)-6-methyl-4-(2-isopropylidenehydrazino)quinoline). Yield: 73.2%. Solvent: CO (methanol). Reactants: CCOC(=O)CC(=O)CCl, [K+], [K+], [K+], NC(=O)C1=CN(C2OC(COP(=O)(O)OP(=O)(O)OCC3OC(n4cnc5c(N)ncnc54)C(O)C3O)C(O)C2O)C=CC1, O=P([O-])([O-])[O-]. The product is CCOC(=O)CC(O)CCl. Reaction SMILES: [CH2:53]([CH3:54])[O:55][C:56]([CH2:57][C:58](=[O:59])[CH2:60][Cl:61])=[O:62].[K+:6].[K+:7].[K+:8].[NH2:9][C:10]([C:11]1=[CH:51][N:15]([CH:16]2[CH:17]([OH:18])[CH:19]([OH:20])[CH:21]([CH2:22][O:23][P:24]([O:25][P:26]([O:27][CH2:28][CH:29]3[CH:30]([OH:31])[CH:32]([OH:33])[CH:34]([n:35]4[c:36]5[c:37]([c:38]([NH2:42])[n:39][cH:40][n:41]5)[n:43][cH:44]4)[O:45]3)(=[O:46])[OH:47])(=[O:48])[OH:49])[O:50]2)[CH:14]=[CH:13][CH2:12]1)=[O:52].[P:1]([O-:2])([O-:3])([O-:4])=[O:5]>>[CH2:53]([CH3:54])[O:55][C:56]([CH2:57][CH:58]([OH:59])[CH2:60][Cl:61])=[O:62]. Starting materials: C(C)C1=CC=C([O-])C=C1.[Na+] (sodium 4-ethylphenoxide), ClCCCCCCCCCCCCCl (1,12-dichlorododecane). Yields the product C(C)C1=CC=C(OCCCCCCCCCCCCOC2=CC=C(C=C2)CC)C=C1 (1,12-bis (4-ethylphenoxy) dodecane), [OH-].[Na+] (sodium hydroxide), disodium sulfonate. Reaction SMILES: [CH2:1]([C:3]1[CH:9]=[CH:8][C:6]([O-:7])=[CH:5][CH:4]=1)[CH3:2].[Na+:10].Cl[CH2:12][CH2:13][CH2:14][CH2:15][CH2:16][CH2:17][CH2:18][CH2:19][CH2:20][CH2:21][CH2:22][CH2:23]Cl>>[CH2:1]([C:3]1[CH:9]=[CH:8][C:6]([O:7][CH2:12][CH2:13][CH2:14][CH2:15][CH2:16][CH2:17][CH2:18][CH2:19][CH2:20][CH2:21][CH2:22][CH2:23][O:7][C:6]2[CH:8]=[CH:9][C:3]([CH2:1][CH3:2])=[CH:4][CH:5]=2)=[CH:5][CH:4]=1)[CH3:2].[OH-:7].[Na+:10] |f:0.1,4.5|. Procedure details: 1,12-bis (4-ethylphenoxy) dodecane is prepared from sodium 4-ethylphenoxide and 1,12-dichlorododecane, according to the method of Example 1, and sulfonated to the disulfonic acid derivative and neutralized with sodium hydroxide according to the method of Example 2, to afford the disodium sulfonate derivative. Reported procedure: 3-[(1-Methylethyl)oxy]-5-[(phenylmethyl)oxy]-N-1,3-thiazol-2-ylbenzamide (11.2 g) was dissolved in trifluoroacetic acid (60 mL) and treated with thioanisole (17.8 mL). The mixture was left to stir at ambient temperature for 18 hours before the trifluoroacetic acid was removed in vacuo. The residues were treated with isohexane (100 mL) and the solid filtered off, before being washed with further isohexane (2×20 mL). The solid was dissolved in ethyl acetate (200 mL) and washed with aqueous saturat... Reaction SMILES: [CH3:1][CH:2]([O:4][C:5]1[CH:6]=[C:7]([CH:16]=[C:17]([O:19]CC2C=CC=CC=2)[CH:18]=1)[C:8]([NH:10][C:11]1[S:12][CH:13]=[CH:14][N:15]=1)=[O:9])[CH3:3].C1(SC)C=CC=CC=1>FC(F)(F)C(O)=O>[OH:19][C:17]1[CH:16]=[C:7]([CH:6]=[C:5]([O:4][CH:2]([CH3:3])[CH3:1])[CH:18]=1)[C:8]([NH:10][C:11]1[S:12][CH:13]=[CH:14][N:15]=1)=[O:9]. The solvent is FC(C(=O)O)(F)F (trifluoroacetic acid), FC(C(=O)O)(F)F (trifluoroacetic acid). Yield: 84.9%. Yields the product OC=1C=C(C(=O)NC=2SC=CN2)C=C(C1)OC(C)C (3-Hydroxy-5-[(1-methylethyl)oxy]-N-1,3-thiazol-2-ylbenzamide). Starting materials: CC(C)OC=1C=C(C(=O)NC=2SC=CN2)C=C(C1)OCC1=CC=CC=C1 (3-[(1-Methylethyl)oxy]-5-[(phenylmethyl)oxy]-N-1,3-thiazol-2-ylbenzamide), C1(=CC=CC=C1)SC (thioanisole).